This data is from the Open Reaction Database (ORD), a public repository of structured organic reaction records. The task is: describe an organic reaction: reactants, conditions, products, and yield The reactants are Cl.Cl.C(C)(C)N(C1CCNCC1)C (isopropyl-methyl-piperidin-4-yl-amine, dihydrochloride), ClC(=O)OC1=CC=C(C=C1)OC1=NC=C(C=C1)C(F)(F)F (4-(5-trifluoromethyl-pyridin-2-yloxy)-phenyl chloroformate). Run in CN(C=O)C (dimethylformamide). Product: FC(C=1C=CC(=NC1)OC1=CC=C(C=C1)OC(=O)N1CCC(CC1)N(C)C(C)C)(F)F (4-(Isopropyl-methyl-amino)-piperidine-1-carboxylic acid 4-(5-trifluoromethyl-pyridin-2-yloxy)-phenyl ester). As a reaction SMILES: Cl.Cl.[CH:3]([N:6]([CH3:13])[CH:7]1[CH2:12][CH2:11][NH:10][CH2:9][CH2:8]1)([CH3:5])[CH3:4].Cl[C:15]([O:17][C:18]1[CH:23]=[CH:22][C:21]([O:24][C:25]2[CH:30]=[CH:29][C:28]([C:31]([F:34])([F:33])[F:32])=[CH:27][N:26]=2)=[CH:20][CH:19]=1)=[O:16]>CN(C)C=O>[F:33][C:31]([F:32])([F:34])[C:28]1[CH:29]=[CH:30][C:25]([O:24][C:21]2[CH:22]=[CH:23][C:18]([O:17][C:15]([N:10]3[CH2:9][CH2:8][CH:7]([N:6]([CH:3]([CH3:5])[CH3:4])[CH3:13])[CH2:12][CH2:11]3)=[O:16])=[CH:19][CH:20]=2)=[N:26][CH:27]=1 |f:0.1.2|. Reported procedure: The title product was prepared from isopropyl-methyl-piperidin-4-yl-amine, dihydrochloride and 4-(5-trifluoromethyl-pyridin-2-yloxy)-phenyl chloroformate; dimethylformamide as solvent, preparative HPLC (method C) (77%, light yellow oil). HPLC-MS m/z=438.3 (M+1), Rt: 2.77 min. The reactants are COCC(=O)Cl, CCOc1ccc2c(c1-c1ncnc3c(C(=O)NC4CCNCC4)c[nH]c13)OCO2. Product: CCOc1ccc2c(c1-c1ncnc3c(C(=O)NC4CCN(C(=O)COC)CC4)c[nH]c13)OCO2. RXN SMILES: [CH3:31][O:32][CH2:33][C:34](=[O:35])[Cl:36].[NH:1]1[CH2:2][CH2:3][CH:4]([NH:7][C:8](=[O:9])[c:10]2[cH:11][nH:12][c:13]3[c:14]2[n:15][cH:16][n:17][c:18]3-[c:19]2[c:20]([O:28][CH2:29][CH3:30])[cH:21][cH:22][c:23]3[c:27]2[O:26][CH2:25][O:24]3)[CH2:5][CH2:6]1>>[N:1]1([C:34]([CH2:33][O:32][CH3:31])=[O:35])[CH2:2][CH2:3][CH:4]([NH:7][C:8](=[O:9])[c:10]2[cH:11][nH:12][c:13]3[c:14]2[n:15][cH:16][n:17][c:18]3-[c:19]2[c:20]([O:28][CH2:29][CH3:30])[cH:21][cH:22][c:23]3[c:27]2[O:26][CH2:25][O:24]3)[CH2:5][CH2:6]1. The reactants are O=[N+]([O-])c1cc(Br)cnc1O, O=C([O-])[O-], CC(C)=O, OB(O)Oc1ccc(Cl)cc1, [Na+], [Na+], O, O=C(O)CC(O)(CC(=O)O)C(=O)O. Product: O=[N+]([O-])c1cc(-c2ccc(Cl)cc2)cnc1O. Reaction SMILES: [Br:12][c:13]1[cH:14][c:15]([N+:20](=[O:21])[O-:22])[c:16]([OH:19])[n:17][cH:18]1.[C:23](=[O:24])([O-:25])[O-:26].[CH3:42][C:43](=[O:44])[CH3:45].[Cl:1][c:2]1[cH:3][cH:4][c:5]([O:8][B:9]([OH:10])[OH:11])[cH:6][cH:7]1.[Na+:27].[Na+:28].[OH2:46].[OH:29][C:30]([CH2:31][C:32]([C:33](=[O:34])[OH:35])([CH2:36][C:37](=[O:38])[OH:39])[OH:40])=[O:41]>>[Cl:1][c:2]1[cH:3][cH:4][c:5](-[c:13]2[cH:14][c:15]([N+:20](=[O:21])[O-:22])[c:16]([OH:19])[n:17][cH:18]2)[cH:6][cH:7]1. Reactants: CC1=C(C=C(C(=O)O)C=C1)CCC=1C=NC=C(C1)CN1CCCC1 (4-methyl-3-{[5-(pyrrolidin-1-ylmethyl)pyridin-3-yl]ethyl}benzoic acid), CCN(C(C)C)C(C)C (Hunig base), N1=CC=CC=C1 (pyridine), IC=1C=C(C(=O)O)C=CC1C (3-iodo-4-methylbenzoic acid). Solvent: C(C)N(CC)CC (triethylamine), CN(C)C=O (DMF), C(C)(=O)OCC (ethyl acetate). Yields the product C(#C)C=1C=NC=C(C1)CN1CCCC1 (3-Ethynyl-5-(pyrrolidin-1-ylmethyl)pyridine). Reaction SMILES: CC1C=CC(C(O)=O)=CC=1[CH2:11][CH2:12][C:13]1[CH:14]=[N:15][CH:16]=[C:17]([CH2:19][N:20]2[CH2:24][CH2:23][CH2:22][CH2:21]2)[CH:18]=1.N1C=CC=CC=1.IC1C=C(C=CC=1C)C(O)=O.CCN(C(C)C)C(C)C>C(N(CC)CC)C.C(OCC)(=O)C.CN(C=O)C>[C:12]([C:13]1[CH:14]=[N:15][CH:16]=[C:17]([CH2:19][N:20]2[CH2:24][CH2:23][CH2:22][CH2:21]2)[CH:18]=1)#[CH:11]. Procedure: 4-methyl-3-{[5-(pyrrolidin-1-ylmethyl)pyridin-3-yl]ethyl}benzoic acid can be prepared in a manner similar to that described above for the Sonogashira reaction. 3-Ethynyl-5-<pyrrolidin-1-ylmethyl)pyridine and 3-iodo-4-methylbenzoic acid are used as coupling partners. Alternatively, the solvent (DMF) can be replaced by ethyl acetate and the base (Hunig base) can be replaced by triethylamine. The product can be isolated by filtration of the crude reaction mixture. The filter cake is washed sequenti... The reactants are ClC=1C(N(S(C1C1=CC=CC=C1)(=O)=O)C(C)C)=O (4-chloro-2-isopropyl-5-phenylisothiazol-3(2H)-one 1,1-dioxide), N1(CCCCC1)C1=CC=C(C=C1)N ((4-piperidin-1-ylphenyl)amine), TEA. Solvent: CC#N (MeCN). Reaction conditions: temperature 160 celsius. Yields the product C(C)(C)N1S(C(=C(C1=O)NC1=CC=C(C=C1)N1CCCCC1)C1=CC=CC=C1)(=O)=O (2-Isopropyl-5-phenyl-4-[(4-piperidin-1-ylphenyl)amino]isothiazol-3(2H)-one 1,1-dioxide). The yield is 75.6%. RXN SMILES: Cl[C:2]1[C:3](=[O:18])[N:4]([CH:15]([CH3:17])[CH3:16])[S:5](=[O:14])(=[O:13])[C:6]=1[C:7]1[CH:12]=[CH:11][CH:10]=[CH:9][CH:8]=1.[N:19]1([C:25]2[CH:30]=[CH:29][C:28]([NH2:31])=[CH:27][CH:26]=2)[CH2:24][CH2:23][CH2:22][CH2:21][CH2:20]1>CC#N>[CH:15]([N:4]1[C:3](=[O:18])[C:2]([NH:31][C:28]2[CH:27]=[CH:26][C:25]([N:19]3[CH2:24][CH2:23][CH2:22][CH2:21][CH2:20]3)=[CH:30][CH:29]=2)=[C:6]([C:7]2[CH:12]=[CH:11][CH:10]=[CH:9][CH:8]=2)[S:5]1(=[O:14])=[O:13])([CH3:17])[CH3:16]. Procedure: A mixture of 4-chloro-2-isopropyl-5-phenylisothiazol-3(2H)-one 1,1-dioxide (0.150 g, 0.525 mmol), (4-piperidin-1-ylphenyl)amine (0.093 g, 0.525 mmol) and TEA (0.053 g, 0.525 mmol) in MeCN (2 ml) was heated in a microwave at 160° C. for 30 mins. The reaction mixture was evaporated and the residue was purified by silica gel column chromatography using 30% EtOAc in hexane as eluent, to give the title compound (0.169 g, 76%). 1H NMR (500 MHz CDCl3): δ 7.24-7.16 (m, 1H), 7.16-7.08 (m, 5H), 6.58 (d, 2... Reactants: CCOC(=O)c1c(CCNC(=O)OC(C)(C)C)[nH]c(C=O)c1-c1ccc(F)cc1, ClCCl, O=C(O)C(F)(F)F. The product is CCOC(=O)c1c(CCN)[nH]c(C=O)c1-c1ccc(F)cc1. As a reaction SMILES: [CH2:1]([CH3:2])[O:3][C:4](=[O:5])[c:6]1[c:7]([CH2:20][CH2:21][NH:22][C:23]([O:24][C:25]([CH3:26])([CH3:27])[CH3:28])=[O:29])[nH:8][c:9]([CH:18]=[O:19])[c:10]1-[c:11]1[cH:12][cH:13][c:14]([F:17])[cH:15][cH:16]1.[Cl:37][CH2:38][Cl:39].[OH:30][C:31]([C:32]([F:33])([F:34])[F:35])=[O:36]>>[CH2:1]([CH3:2])[O:3][C:4](=[O:5])[c:6]1[c:7]([CH2:20][CH2:21][NH2:22])[nH:8][c:9]([CH:18]=[O:19])[c:10]1-[c:11]1[cH:12][cH:13][c:14]([F:17])[cH:15][cH:16]1. Starting materials: C(CCC)[Li] (n-butyllithium), ClC=1C=C(CCl)C=CC1 (m-chlorobenzylchloride), CC(C)(C)NC(=O)C1=NC=CC=C1C (N-(1,1-dimethylethyl)-3-methyl-2-pyridine carboxamide), [Br-].[Na+] (sodium bromide). Run in CCCCCC (hexane), O (Water), O1CCCC1 (tetrahydrofuran), O1CCCC1 (tetrahydrofuran). Reaction conditions: temperature -40 celsius. Yields the product ClC=1C=C(C=CC1)CCC=1C(=NC=CC1)C(=O)NC(C)(C)C (3-[2-(3-Chlorophenyl)ethyl]-N-(1,1-dimethylethyl)-2-pyridine carboxamide). Yield: 92.0%. Reaction SMILES: [CH3:1][C:2]([NH:5][C:6]([C:8]1[C:13]([CH3:14])=[CH:12][CH:11]=[CH:10][N:9]=1)=[O:7])([CH3:4])[CH3:3].C([Li])CCC.[Br-].[Na+].[Cl:22][C:23]1[CH:24]=[C:25]([CH:28]=[CH:29][CH:30]=1)[CH2:26]Cl>O1CCCC1.CCCCCC.O>[Cl:22][C:23]1[CH:24]=[C:25]([CH2:26][CH2:14][C:13]2[C:8]([C:6]([NH:5][C:2]([CH3:1])([CH3:3])[CH3:4])=[O:7])=[N:9][CH:10]=[CH:11][CH:12]=2)[CH:28]=[CH:29][CH:30]=1 |f:2.3|. Reported procedure: 31.5 g of N-(1,1-dimethylethyl)-3-methyl-2-pyridine carboxamide (e.g., as prepared in step A of Example I above) is dissolved in 600 mL of dry tetrahydrofuran and the resulting solution is cooled to -40° C. Two equivalents of n-butyllithium in hexane are added while the temperature is maintained at -40° C. The solution turned deep purple-red. 1.6 g of sodium bromide is added and the mixture is stirred. A solution of 26.5 g (0.174 mole) m-chlorobenzylchloride in 125 mL of tetrahydrofuran is added... The reactants are C(CC(O)(C(=O)O)CC(=O)O)(=O)O (citric acid), N1([C@@H](C(=O)NC2=CC=CC=C2)CCCC1)C(=O)OCC1=CC=CC=C1 (Cbz-D-hPro-NHC6H5), BrCC(=O)OCC (ethyl bromoacetate), [H-].[Na+] (NaH), suspension. Solvent: O1CCCC1 (tetrahydrofuran). Conditions: temperature 0 celsius, time 18 hour. The product is N1([C@@H](C(=O)N(CC(=O)OCC)C2=CC=CC=C2)CCCC1)C(=O)OCC1=CC=CC=C1 (Cbz-D-hPro-N(Ph)Gly-OEt). The yield is 95.1%. As a reaction SMILES: [N:1]1([C:16]([O:18][CH2:19][C:20]2[CH:25]=[CH:24][CH:23]=[CH:22][CH:21]=2)=[O:17])[CH2:15][CH2:14][CH2:13][CH2:12][C@@H:2]1[C:3]([NH:5][C:6]1[CH:11]=[CH:10][CH:9]=[CH:8][CH:7]=1)=[O:4].Br[CH2:27][C:28]([O:30][CH2:31][CH3:32])=[O:29].[H-].[Na+].C(O)(=O)CC(CC(O)=O)(C(O)=O)O>O1CCCC1>[N:1]1([C:16]([O:18][CH2:19][C:20]2[CH:21]=[CH:22][CH:23]=[CH:24][CH:25]=2)=[O:17])[CH2:15][CH2:14][CH2:13][CH2:12][C@@H:2]1[C:3]([N:5]([C:6]1[CH:7]=[CH:8][CH:9]=[CH:10][CH:11]=1)[CH2:27][C:28]([O:30][CH2:31][CH3:32])=[O:29])=[O:4] |f:2.3|. Procedure details: To a solution of Cbz-D-hPro-NHC6H5 (7.7 g, 22.8 mmol) in tetrahydrofuran (300 mL) was added ethyl bromoacetate (12.6 mL, 113.8 mmol). The solution was cooled to 0° C. and NaH 60% suspension (2 g, 50 mmol) was added in small portions over 20 minutes, with gas evolution. After gas evolution had ceased, the cold bath was left unattended and the mixture was allowed to warm slowly to room temperature. After 18 hours, 1N citric acid (50 mL) was added slowly with cooling. The mixture was partitioned be... The reactants are O([Si](C)(C)C(C)(C)C)C[C@]12CCC(C=C1CC[C@H]1[C@@H]3CCC([C@@]3(C)CC[C@H]21)=O)=O (19-t-butyldimethylsiloxy-4-androstene-3,17-dione), OC[C@]12CCC(C=C1[C@H](C[C@H]1[C@@H]3CCC([C@@]3(C)CC[C@H]21)=O)C)=O (19-hydroxy-6α-methyl-4-androstene-3,17-dione), 3β,19-dihydroxy-5-androsten-17-one 19-acetate. Product: O([Si](C)(C)C(C)(C)C)C[C@]12CCC(C=C1[C@H](C[C@H]1[C@@H]3CCC([C@@]3(C)CC[C@H]21)=O)C)=O (19-t-butyldimethylsiloxy-6α-methyl-4-androstene-3,17-dione), C(C)(=O)O.O([Si](C)(C)C(C)(C)C)C1CC2=CC[C@H]3[C@@H]4CCC([C@@]4(C)CC[C@@H]3[C@]2(CC1)CO)=O (3-t-butyldimethylsiloxy-19-hydroxy-5-androsten-17-one acetate). Reaction SMILES: [OH:1][CH2:2][C@@:3]12[C@@H:20]3[C@H:11]([C@H:12]4[C@@:16]([CH2:18][CH2:19]3)([CH3:17])[C:15](=[O:21])[CH2:14][CH2:13]4)[CH2:10][C@H:9]([CH3:22])[C:8]1=[CH:7][C:6](=[O:23])[CH2:5][CH2:4]2.O(C[C@@]12[C@@H]3[C@H]([C@H]4[C@@:46](CC3)(C)[C:45](=[O:51])CC4)CCC1=CC(=O)CC2)[Si:25]([C:28]([CH3:31])([CH3:30])[CH3:29])([CH3:27])[CH3:26]>>[O:1]([CH2:2][C@@:3]12[C@@H:20]3[C@H:11]([C@H:12]4[C@@:16]([CH2:18][CH2:19]3)([CH3:17])[C:15](=[O:21])[CH2:14][CH2:13]4)[CH2:10][C@H:9]([CH3:22])[C:8]1=[CH:7][C:6](=[O:23])[CH2:5][CH2:4]2)[Si:25]([C:28]([CH3:31])([CH3:30])[CH3:29])([CH3:27])[CH3:26].[C:45]([OH:51])(=[O:1])[CH3:46].[O:23]([CH:6]1[CH2:7][CH2:8][C@@:3]2([CH2:2][OH:1])[C:4](=[CH:9][CH2:10][C@@H:11]3[C@@H:20]2[CH2:19][CH2:18][C@@:16]2([CH3:17])[C@H:12]3[CH2:13][CH2:14][C:15]2=[O:21])[CH2:5]1)[Si:25]([C:28]([CH3:31])([CH3:30])[CH3:29])([CH3:27])[CH3:26] |f:3.4|. Reported procedure: Following essentially the same procedure and substituting 19-hydroxy-6α-methyl-4-androstene-3,17-dione and 3β,19-dihydroxy-5-androsten-17-one 19-acetate for the 19-hydroxy-4-androstene-3,17-dione above results in the preparation of 19-t-butyldimethylsiloxy-6α-methyl-4-androstene-3,17-dione and 3-t-butyldimethylsiloxy-19-hydroxy-5-androsten-17-one acetate, respectively.